Dataset: the Open Reaction Database (ORD), a public repository of structured organic reaction records. Task: describe an organic reaction: reactants, conditions, products, and yield Procedure: A solution of p-nitrocumene (X) (50 g, 0.300 mol, GC purity: 99.1%) and iron(III) chloride was heated to 40° C. and bromine (59.92 g, 0.375 mol) was added dropwise over a period of 3 hours. The reaction mixture was poured into 120 ml of water, sodium hydrogensulphite (40% strength in water, 20.81 g, 0.078 mol) was added dropwise and the mixture was extracted with 100 ml of chlorobenzene. After phase separation, the chlorobenzene phase was washed with 100 ml of 5% strength aqueous HCl. Removal of... Reaction SMILES: [N+:1]([C:4]1[CH:9]=[CH:8][C:7]([CH:10]([CH3:12])[CH3:11])=[CH:6][CH:5]=1)([O-:3])=[O:2].[Br:13]Br.S([O-])(O)=O.[Na+]>[Fe](Cl)(Cl)Cl.O>[Br:13][C:8]1[CH:9]=[C:4]([N+:1]([O-:3])=[O:2])[CH:5]=[CH:6][C:7]=1[CH:10]([CH3:12])[CH3:11] |f:2.3|. The yield is 101.1%. The solvent is O (water). The reagents and catalysts are [Fe](Cl)(Cl)Cl (iron(III) chloride). Reactants: S(=O)(O)[O-].[Na+] (sodium hydrogensulphite), BrBr (bromine), [N+](=O)([O-])C1=CC=C(C=C1)C(C)C (p-nitrocumene). The product is BrC1=C(C=CC(=C1)[N+](=O)[O-])C(C)C (2-bromo-1-isopropyl-4-nitrobenzene). The reactants are FC1=CC=C(C(=O)Cl)C=C1 (4-fluorobenzoyl chloride), CS(=O)(=O)C1=CC=C(C=C1)C=1C(=C2C=CC(=CC2=CC1)O)OC1=CC=C(C=C1)OCCN1CCCCC1 (6-(4-Methanesulfonyl-phenyl)-5-[4-(2-piperidin-1-yl-ethoxy)-phenoxy]-naphthalen-2-ol), C([O-])(O)=O.[Na+] (sodium bicarbonate). The solvent is ClCCl (dichloromethane). Conditions: time 10 minute. Product: CS(=O)(=O)C1=CC=C(C=C1)C=1C(=C2C=CC(=CC2=CC1)OC(C1=CC=C(C=C1)F)=O)OC1=CC=C(C=C1)OCCN1CCCCC1 (4-Fluoro-benzoic acid 6-(4-methanesulfonyl-phenyl)-5-[4-(2-piperidin-1-yl-ethoxy)-phenoxy]-naphthalen-2-yl ester). Isolated yield 73.7%. Reaction SMILES: [CH3:1][S:2]([C:5]1[CH:10]=[CH:9][C:8]([C:11]2[C:12]([O:22][C:23]3[CH:28]=[CH:27][C:26]([O:29][CH2:30][CH2:31][N:32]4[CH2:37][CH2:36][CH2:35][CH2:34][CH2:33]4)=[CH:25][CH:24]=3)=[C:13]3[C:18](=[CH:19][CH:20]=2)[CH:17]=[C:16]([OH:21])[CH:15]=[CH:14]3)=[CH:7][CH:6]=1)(=[O:4])=[O:3].[F:38][C:39]1[CH:47]=[CH:46][C:42]([C:43](Cl)=[O:44])=[CH:41][CH:40]=1.C(=O)(O)[O-].[Na+]>ClCCl>[CH3:1][S:2]([C:5]1[CH:6]=[CH:7][C:8]([C:11]2[C:12]([O:22][C:23]3[CH:28]=[CH:27][C:26]([O:29][CH2:30][CH2:31][N:32]4[CH2:37][CH2:36][CH2:35][CH2:34][CH2:33]4)=[CH:25][CH:24]=3)=[C:13]3[C:18](=[CH:19][CH:20]=2)[CH:17]=[C:16]([O:21][C:43](=[O:44])[C:42]2[CH:46]=[CH:47][C:39]([F:38])=[CH:40][CH:41]=2)[CH:15]=[CH:14]3)=[CH:9][CH:10]=1)(=[O:4])=[O:3] |f:2.3|. Procedure: Dissolve the compound of Example 3 (111 mg, 0.21 mmol) in dichloromethane (2 mL). Add 4-fluorobenzoyl chloride (30 μL, 0.25 mmol) dropwise. After stirring for 10 minutes, pour the reaction mixture into saturated aqueous sodium bicarbonate (10 mL) and extract with dichloromethane (10 mL). Dry the organic layer with sodium sulfate, filter and concentrate in vacuo. Chromatograph the residue on a SiO2 column eluting with methanol in dichloromethane (0 to 3%) to give 99 mg of the title compound (73%)...